From a dataset of the Open Reaction Database (ORD), a public repository of structured organic reaction records. describe an organic reaction: reactants, conditions, products, and yield Reactants: [Ba+2], Br, O=C([O-])[O-], COC(OC)C1CC(O)CC(O)O1, O. The product is COC(OC)C1CC(O)CC(=O)O1. As a reaction SMILES: [Ba+2:18].[Br:19].[C:14](=[O:15])([O-:16])[O-:17].[CH3:1][O:2][CH:3]([CH:4]1[CH2:5][CH:6]([OH:11])[CH2:7][CH:8]([OH:10])[O:9]1)[O:12][CH3:13].[OH2:20]>>[CH3:1][O:2][CH:3]([CH:4]1[CH2:5][CH:6]([OH:11])[CH2:7][C:8](=[O:10])[O:9]1)[O:12][CH3:13]. The reactants are C1=CC=CC=2NC3=CC=CC=C3CC12 (acridan), N1C(CCCC1)=O (2-piperidone), P(=O)(Cl)(Cl)Cl (phosphorus oxychloride). The product is N1=C(CCCC1)N1C=2C=CC=CC2CC2=CC=CC=C12 (10-(3,4,5,6-TETRAHYDRO-2-PYRIDYL)ACRIDAN). As a reaction SMILES: [CH:1]1[C:14]2[CH2:13][C:12]3[C:7](=[CH:8][CH:9]=[CH:10][CH:11]=3)[NH:6][C:5]=2[CH:4]=[CH:3][CH:2]=1.[NH:15]1[CH2:20][CH2:19][CH2:18][CH2:17][C:16]1=O.P(Cl)(Cl)(Cl)=O>>[N:15]1[CH2:20][CH2:19][CH2:18][CH2:17][C:16]=1[N:6]1[C:7]2[C:12](=[CH:11][CH:10]=[CH:9][CH:8]=2)[CH2:13][C:14]2[CH:1]=[CH:2][CH:3]=[CH:4][C:5]1=2. Procedure: Reaction of acridan, 2-piperidone and phosphorus oxychloride according to the procedure of Example 1 provides the free base 10-(3,4,5,6-TETRAHYDRO-2-PYRIDYL)ACRIDAN as a distillable oil, b.p. 145°-150° C. at 0.15 mm Hg. Conversion of the free base to the hydrochloride salt affords 10-(3,4,5,5-TETRAHYDRO-2-PYRIDYL)ACRIDAN HYDROCHLORIDE as the hemihydrate, m.p. 190.5°-192.5° C. (corr.) by trituration with hot benzene in a 19% overall yield. Starting materials: [BH4-], CO, COc1cccc(CC(C)=O)c1, [Na+]. The product is COc1cccc(CC(C)O)c1. Reaction SMILES: [BH4-:13].[CH3:15][OH:16].[CH3:1][O:2][c:3]1[cH:4][c:5]([CH2:9][C:10]([CH3:11])=[O:12])[cH:6][cH:7][cH:8]1.[Na+:14]>>[CH3:1][O:2][c:3]1[cH:4][c:5]([CH2:9][CH:10]([CH3:11])[OH:12])[cH:6][cH:7][cH:8]1. Starting materials: C(C)(C)(C)OC(=O)N1CCC2=C(CC1)C(=C(C=C2)Cl)SC(N(C)C)=O (3-tert-butoxycarbonyl-7-chloro-6-dimethylcarbamoylthio-2,3,4,5-tetrahydro-1H-benzo[d]azepine), BrCC=1N=NC(=CC1)Cl (3-bromomethyl-6-chloropyridazine). Product: C1C=NC=CC2=C1C=CC=C2 (1H-benzo[d]azepine). Reaction SMILES: C(OC([N:8]1[CH2:14][CH2:13][C:12]2[C:15](SC(=O)N(C)C)=[C:16](Cl)[CH:17]=[CH:18][C:11]=2[CH2:10][CH2:9]1)=O)(C)(C)C.BrCC1N=NC(Cl)=CC=1>>[CH2:13]1[C:12]2[CH:15]=[CH:16][CH:17]=[CH:18][C:11]=2[CH:10]=[CH:9][N:8]=[CH:14]1. Reported procedure: Use a method similar to the Preparation 177, using 3-tert-butoxycarbonyl-7-chloro-6-dimethylcarbamoylthio-2,3,4,5-tetrahydro-1H-benzo[d]azepine and 3-bromomethyl-6-chloropyridazine to give 3-tert-butoxycarbonyl-7-chloro-6-(6-chloro-pyridazin-3-ylmethylthio)-2,3,4,5-tetrahydro)-1H-benzo[d]azepine. Use a method similar to the General Procedure 14 to give the title compound as an off-white powder. MS (APCI+) m/z: 340 (M+H)+. Starting materials: NC=1SC=C(N1)C(C(=O)NC1[C@@H]2N(C(=CCS2)C(=O)[O-])C1=O)=NOC.[Na+] (sodium 7-[2-(2-aminothiazol-4-yl)-2-methoxyiminoacetamido]-3-cephem-4-carboxylate), C1(=O)OC(C2=CC=CC=C12)=CCBr (3-phthalidylideneethyl bromide), O (water), C(C)(=O)OCC (ethyl acetate). The solvent is CN(C=O)C (N,N-dimethylformamide). Conditions: time 15 minute. The product is NC=1SC=C(N1)C(C(=O)NC1[C@@H]2N(C(=CCS2)C(=O)OCC=C2OC(=O)C3=CC=CC=C23)C1=O)=NOC (2-(3-phthalidylidene)ethyl 7-[2-(2-aminothiazol-4-yl)-2-methoxyiminoacetamido]-3-cephem-4-carboxylate). The yield is 80.2%. Reaction SMILES: [NH2:1][C:2]1[S:3][CH:4]=[C:5]([C:7](=[N:23][O:24][CH3:25])[C:8]([NH:10][CH:11]2[C:21](=[O:22])[N:13]3[C:14]([C:18]([O-:20])=[O:19])=[CH:15][CH2:16][S:17][C@H:12]23)=[O:9])[N:6]=1.[Na+].[C:27]1([C:36]2[C:31](=[CH:32][CH:33]=[CH:34][CH:35]=2)[C:30](=[CH:37][CH2:38]Br)[O:29]1)=[O:28].O.C(OCC)(=O)C>CN(C)C=O>[NH2:1][C:2]1[S:3][CH:4]=[C:5]([C:7](=[N:23][O:24][CH3:25])[C:8]([NH:10][CH:11]2[C:21](=[O:22])[N:13]3[C:14]([C:18]([O:20][CH2:38][CH:37]=[C:30]4[C:31]5[C:36](=[CH:35][CH:34]=[CH:33][CH:32]=5)[C:27](=[O:28])[O:29]4)=[O:19])=[CH:15][CH2:16][S:17][C@H:12]23)=[O:9])[N:6]=1 |f:0.1|. Reported procedure: To a solution of sodium 7-[2-(2-aminothiazol-4-yl)-2-methoxyiminoacetamido]-3-cephem-4-carboxylate (syn isomer) (1.4 g) in N,N-dimethylformamide (40 ml) was added 3-phthalidylideneethyl bromide (1.0 g), and the mixture was stirred at ambient temperature for 15 minutes. The reaction mixture was poured into a mixture of water and ethyl acetate (each 200 ml) with stirring. The separated organic solution was washed with 5% aqueous sodium bicarbonate and then water, followed by drying over magnesium ... The reactants are FC(C1=NC=CC=C1CO)(F)F ((2-(trifluoromethyl)pyridin-3-yl)methanol). The reagents and catalysts are O=[Mn]=O (MnO2). Solvent: ClCCl (dichloromethane). Conditions: temperature 50 celsius. Product: FC(C1=C(C=O)C=CC=N1)(F)F (2-(trifluoromethyl)nicotinaldehyde). Reaction SMILES: [F:1][C:2]([F:12])([F:11])[C:3]1[C:8]([CH2:9][OH:10])=[CH:7][CH:6]=[CH:5][N:4]=1>ClCCl.O=[Mn]=O>[F:11][C:2]([F:1])([F:12])[C:3]1[N:4]=[CH:5][CH:6]=[CH:7][C:8]=1[CH:9]=[O:10]. Procedure details: MnO2 (6.10 g, 70.6 mmol) was added portionwise to a solution of the above (2-(trifluoromethyl)pyridin-3-yl)methanol (I-29A) (2.5 g, 14.1 mmol) in dry dichloromethane (300 mL), and the resulting suspension was heated to 50° C. for 72 hours. After this time the mixture was filtered through Celite® and the filtrate concentrate in vacuo to afford a brown oil. This crude oil was purified by silica gel chromatography using a gradient of 0-30% ethyl acetate-hexane to furnish 2-(trifluoromethyl)nicotina... Reactants: O[C@@H]1CC2C(C[C@H]3[C@@H]4CC[C@@H]([C@@]4(C)CC[C@@H]3[C@]2(CC1)C)O)=O (3β,17β-dihydroxyandrostan-6-one), C1OC23[C@]4(C)[C@@H](CC2(OCCO3)OC1)[C@@H]1CC=C3CCCC[C@]3(C)[C@H]1CC4 (17,17-bis(ethylendioxy)-5-androstene). The product is C1OC2(C[C@H]3[C@@H]4CC[C@@H]([C@@]4(C)CC[C@@H]3[C@]3(CC[C@@H](CC23)O)C)O)OC1 (6,6-Ethylendioxyandrostane-3β,17β-diol). Yield: 70.0%. RXN SMILES: [OH:1][C@H:2]1[CH2:19][CH2:18][C@@:17]2([CH3:20])[CH:4]([C:5](=[O:22])[CH2:6][C@@H:7]3[C@@H:16]2[CH2:15][CH2:14][C@@:12]2([CH3:13])[C@H:8]3[CH2:9][CH2:10][C@@H:11]2[OH:21])[CH2:3]1.[CH2:23]1[CH2:36]OC23OCCOC2([C@]2(CC[C@H]4[C@@H](CC=C5[C@]4(C)CCCC5)[C@@H]2C3)C)[O:24]1>>[CH2:36]1[CH2:23][O:24][C:5]2([CH:4]3[C@:17]([CH3:20])([CH2:18][CH2:19][C@H:2]([OH:1])[CH2:3]3)[C@@H:16]3[C@H:7]([C@H:8]4[C@@:12]([CH2:14][CH2:15]3)([CH3:13])[C@@H:11]([OH:21])[CH2:10][CH2:9]4)[CH2:6]2)[O:22]1. Reported procedure: 6,6-Ethylendioxyandrostane-3β,17β-diol was prepared in 70% yield from 3β,17β-dihydroxyandrostan-6-one by the procedure described above for the preparation of 3,3:17,17-bis(ethylendioxy)-5-androstene (Prepn. 5). The combined organic extracts were washed with H2O, dried over Na2SO4 and evaporated to dryness to give 6,6-ethylendioxyandrostane-3β,17β-diol. 1H-NMR (300 MHz, DMSO-d6, ppm from TMS): δ 4.45 (d, 1H), 4.41 (d, 1H), 3.90-3.57 (m, 4H), 3.41 (m, 1H), 3.29 (m, 1H), 1.87-0.53 (m, 20H), 0.84 (s...